Dataset: the Open Reaction Database (ORD), a public repository of structured organic reaction records. Task: describe an organic reaction: reactants, conditions, products, and yield Reactants: C=1C=CC2=C(C1)C(=O)C=CC2=O (naphthoquinone), C1(C=2C(C(=O)O1)=CC=CC2)=O (phthalic anhydride), C1(\C=C/C(=O)O1)=O (maleic anhydride), S(=O)(=O)=O (sulfur trioxide). Product: C1=CC=CC2=CC=CC=C12 (naphthalene). Reaction SMILES: [CH:1]1[CH:2]=[CH:3][C:4]2[C:11](=O)[CH:10]=[CH:9][C:7](=O)[C:5]=2[CH:6]=1.C1(=O)OC(=O)C2=CC=CC=C12.C1(=O)OC(=O)C=C1.S(=O)(=O)=O>>[CH:6]1[C:5]2[C:4](=[CH:11][CH:10]=[CH:9][CH:7]=2)[CH:3]=[CH:2][CH:1]=1. Procedure: The gas containing naphthoquinone, phthalic anhydride, maleic anhydride, sulfur trioxide and the unreacted naphthalene which is obtained by the catalytic gas phase oxidation of naphthalene is cooled to about 180° to 300° C. and is fed into a scrubber water washing type collector such as a spraying tower or a bubbling tower and is usually contacted with a collecting water at 30° to 70° C. so as to collect them as an aqueous slurry of phthalic acid and naphthoquinone, each at concentration of 1 to... Starting materials: OC(=O)C(F)(F)F.[C@H](C)(CC)NC1=C(N=C2C(=N1)CNCC2)N2CCC(CC2)OC2=C(C=C(C=C2)F)F ((S)—N-(sec-butyl)-2-(4-(2,4-difluorophenoxyl)piperidin-1-yl)-5,6,7,8-tetrahydropyrido[3,4-b]pyrazin-3-amine TFA salt), N1=CC=CC=C1 (pyridine), C(C)(=O)OC(C)=O (acetic anhydride). The solvent is C(Cl)Cl (DCM). Run at time 1 hour. Product: [C@H](C)(CC)NC1=C(N=C2C(=N1)CN(CC2)C(C)=O)N2CCC(CC2)OC2=C(C=C(C=C2)F)F ((S)-1-(3-(sec-butylamino)-2-(4-(2,4-difluorophenoxy)piperidin-1-yl)-7,8-dihydropyrido[3,4-b]pyrazin-6(5H)-yl)ethan-1-one). RXN SMILES: [OH:1][C:2]([C:4](F)(F)F)=O.[C@@H:8]([NH:12][C:13]1[N:18]=[C:17]2[CH2:19][NH:20][CH2:21][CH2:22][C:16]2=[N:15][C:14]=1[N:23]1[CH2:28][CH2:27][CH:26]([O:29][C:30]2[CH:35]=[CH:34][C:33]([F:36])=[CH:32][C:31]=2[F:37])[CH2:25][CH2:24]1)([CH2:10][CH3:11])[CH3:9].N1C=CC=CC=1.C(OC(=O)C)(=O)C>C(Cl)Cl>[C@@H:8]([NH:12][C:13]1[N:18]=[C:17]2[CH2:19][N:20]([C:2](=[O:1])[CH3:4])[CH2:21][CH2:22][C:16]2=[N:15][C:14]=1[N:23]1[CH2:28][CH2:27][CH:26]([O:29][C:30]2[CH:35]=[CH:34][C:33]([F:36])=[CH:32][C:31]=2[F:37])[CH2:25][CH2:24]1)([CH2:10][CH3:11])[CH3:9] |f:0.1|. Reported procedure: A solution of (S)—N-(sec-butyl)-2-(4-(2,4-difluorophenoxyl)piperidin-1-yl)-5,6,7,8-tetrahydropyrido[3,4-b]pyrazin-3-amine TFA salt (169.0 mg) in DCM (3.18 mL) at 0° C. was treated with pyridine (0.077 mL, 0.954 mmol), followed by acetic anhydride (0.060 mL, 0.636 mmol). The reaction mixture was stirred for 1 h. The reaction mixture was concentrated under reduced pressure. The residue was taken up in MeOH, filtered through a Millipore® 0.45 μm syringe filter, and purified by HPLC Method A to give... The reactants are C(C)OC(C=O)C1=CC=CC=C1 (2-ethoxy-2-phenylethanal), C(CC)OC(C=O)C1=CC=CC=C1 (2-propoxy-2-phenylethanal). The product is C(CC)OC(CO)(CO)C1=CC=CC=C1 (2-propoxy-2-phenyl-1,3-propanediol). As a reaction SMILES: [CH2:1]([O:3]C(C1C=CC=CC=1)C=O)C.[CH2:13]([O:16][CH:17]([C:20]1[CH:25]=[CH:24][CH:23]=[CH:22][CH:21]=1)[CH:18]=[O:19])[CH2:14][CH3:15]>>[CH2:13]([O:16][C:17]([C:20]1[CH:25]=[CH:24][CH:23]=[CH:22][CH:21]=1)([CH2:1][OH:3])[CH2:18][OH:19])[CH2:14][CH3:15]. Procedure details: The procedure in Example 6 was repeated except that 2-ethoxy-2-phenylethanal was replaced with 2-propoxy-2-phenylethanal, to obtain 2-propoxy-2-phenyl-1,3-propanediol. Reactants: C#Cc1cccc(C(=O)Cl)c1, C1CCOC1, [Na], Sc1ccccc1. The product is C#Cc1cccc(C(=O)Sc2ccccc2)c1. Reaction SMILES: [C:1](#[CH:2])[c:3]1[cH:4][c:5]([C:6](=[O:7])[Cl:8])[cH:9][cH:10][cH:11]1.[CH2:20]1[O:21][CH2:22][CH2:23][CH2:24]1.[Na:19].[c:12]1([SH:18])[cH:13][cH:14][cH:15][cH:16][cH:17]1>>[C:1](#[CH:2])[c:3]1[cH:4][c:5]([C:6](=[O:7])[S:18][c:12]2[cH:13][cH:14][cH:15][cH:16][cH:17]2)[cH:9][cH:10][cH:11]1. Starting materials: O (water), ClC1=CC=C(CC2=CC=C(C=C2)O)C=C1 (4-(4-chlorobenzyl)-phenol), C(C)OC(C(C)Br)=O (α-bromopropionic acid ethyl ester), C([O-])([O-])=O.[K+].[K+] (potassium carbonate). Run in CN(C=O)C (dimethyl formamide). Yields the product C(C)OC(C(C)OC1=CC=C(C=C1)CC1=CC=C(C=C1)Cl)=O (2-[p-(4-chlorobenzyl)-phenoxi]-propionic acid ethyl ester). Yield: 72.6%. As a reaction SMILES: [Cl:1][C:2]1[CH:15]=[CH:14][C:5]([CH2:6][C:7]2[CH:12]=[CH:11][C:10]([OH:13])=[CH:9][CH:8]=2)=[CH:4][CH:3]=1.[CH2:16]([O:18][C:19](=[O:23])[CH:20](Br)[CH3:21])[CH3:17].C(=O)([O-])[O-].[K+].[K+].O>CN(C)C=O>[CH2:16]([O:18][C:19](=[O:23])[CH:20]([O:13][C:10]1[CH:11]=[CH:12][C:7]([CH2:6][C:5]2[CH:4]=[CH:3][C:2]([Cl:1])=[CH:15][CH:14]=2)=[CH:8][CH:9]=1)[CH3:21])[CH3:17] |f:2.3.4|. Procedure details: A solution of 22 g of 4-(4-chlorobenzyl)-phenol and 18.5 g of α-bromopropionic acid ethyl ester in 100 ml of dimethyl formamide was stirred for 2 hours at 100° C together with 16 g of potassium carbonate. After cooling, the reaction mixture was poured into 1 liter of water. An oil precipitated which was separated and dried over sodium sulfate. By means of vacuum distillation, 23.3 g of 2-[p-(4-chlorobenzyl)-phenoxi]-propionic acid ethyl ester were obtained. b.p.: 146° - 151° C/0.1 mm Hg/nD22 : 1... Starting materials: CC(N=C=NC(C)C)C (DIC), C(=O)(OCC1=CC=CC=C1)NC1=NC(N(C=C1)CC(=O)O)=O ((N4-CBz-cytosin-1-yl)acetic acid), N1C(CNCC1)=O (piperazinone). Run in C1=CC=CC=C1 (benzene). Conditions: time 2.5 minute. Yields the product C(=O)(OCC1=CC=CC=C1)NC1=NC(N(C=C1)CC(=O)N1C(CNCC1)=O)=O (N-[(N4-CBz-cytosin-1-yl)acetyl]-piperazinone). Reaction SMILES: [C:1]([NH:11][C:12]1[CH:17]=[CH:16][N:15]([CH2:18][C:19]([OH:21])=O)[C:14](=[O:22])[N:13]=1)([O:3][CH2:4][C:5]1[CH:10]=[CH:9][CH:8]=[CH:7][CH:6]=1)=[O:2].CC(C)N=C=NC(C)C.[NH:32]1[CH2:37][CH2:36][NH:35][CH2:34][C:33]1=[O:38]>C1C=CC=CC=1>[C:1]([NH:11][C:12]1[CH:17]=[CH:16][N:15]([CH2:18][C:19]([N:32]2[CH2:37][CH2:36][NH:35][CH2:34][C:33]2=[O:38])=[O:21])[C:14](=[O:22])[N:13]=1)([O:3][CH2:4][C:5]1[CH:6]=[CH:7][CH:8]=[CH:9][CH:10]=1)=[O:2]. Procedure details: (N4-CBz-cytosin-1-yl)acetic acid (2.42 g, 8 mmol) was azeotroped with benzene (3×25 mL) and dried under vacuum. 32 mL of anhydrous DMF was added under N2 followed by the addition of DIC (1.57 mL, 8 mmol). The reaction was stirred at room temperature for 2-3 minutes, then treated with piperazinone (8.8 mmol, 881.1 mg), and the reaction mixture was left to stir for 48 hours. The reaction mixture was concentrated by rotary evaporation, washed successively with 0.1 N citric acid solution (2×10 mL) a... Reactants: BrC=1C=C2C=NN=C(C2=CC1)NC1CCCCC1 (6-bromo-N-cyclohexylphthalazin-1-amine), C1(CC1)NC(C1=CC(=C(C=C1)C)B1OC(C(O1)(C)C)(C)C)=O (N-cyclopropyl-4-methyl-3-(4,4,5,5-tetramethyl-1,3,2-dioxaborolan-2-yl)benzamide), C([O-])([O-])=O.[K+].[K+] (potassium carbonate). Reagents/catalysts: C=1C=CC(=CC1)[P](C=2C=CC=CC2)(C=3C=CC=CC3)[Pd]([P](C=4C=CC=CC4)(C=5C=CC=CC5)C=6C=CC=CC6)([P](C=7C=CC=CC7)(C=8C=CC=CC8)C=9C=CC=CC9)[P](C=1C=CC=CC1)(C=1C=CC=CC1)C=1C=CC=CC1 (tetrakis(triphenylphosphine)palladium). The solvent is COCCOC.CCO (DME EtOH). Conditions: temperature 90 celsius, time 2 hour. The product is C1(CCCCC1)NC1=NN=CC2=CC(=CC=C12)C=1C=C(C(=O)NC2CC2)C=CC1C (3-(1-(cyclohexylamino)phthalazin-6-yl)-N-cyclopropyl-4-methylbenzamide). The yield is 65.3%. As a reaction SMILES: Br[C:2]1[CH:3]=[C:4]2[C:9](=[CH:10][CH:11]=1)[C:8]([NH:12][CH:13]1[CH2:18][CH2:17][CH2:16][CH2:15][CH2:14]1)=[N:7][N:6]=[CH:5]2.[CH:19]1([NH:22][C:23](=[O:40])[C:24]2[CH:29]=[CH:28][C:27]([CH3:30])=[C:26](B3OC(C)(C)C(C)(C)O3)[CH:25]=2)[CH2:21][CH2:20]1.C(=O)([O-])[O-].[K+].[K+]>COCCOC.CCO.C1C=CC([P]([Pd]([P](C2C=CC=CC=2)(C2C=CC=CC=2)C2C=CC=CC=2)([P](C2C=CC=CC=2)(C2C=CC=CC=2)C2C=CC=CC=2)[P](C2C=CC=CC=2)(C2C=CC=CC=2)C2C=CC=CC=2)(C2C=CC=CC=2)C2C=CC=CC=2)=CC=1>[CH:13]1([NH:12][C:8]2[C:9]3[C:4](=[CH:3][C:2]([C:26]4[CH:25]=[C:24]([CH:29]=[CH:28][C:27]=4[CH3:30])[C:23]([NH:22][CH:19]4[CH2:20][CH2:21]4)=[O:40])=[CH:11][CH:10]=3)[CH:5]=[N:6][N:7]=2)[CH2:18][CH2:17][CH2:16][CH2:15][CH2:14]1 |f:2.3.4,5.6,^1:59,61,80,99|. Procedure details: The mixture of 6-bromo-N-cyclohexylphthalazin-1-amine (0.2 g, 0.65 mmol), N-cyclopropyl-4-methyl-3-(4,4,5,5-tetramethyl-1,3,2-dioxaborolan-2-yl)benzamide (0.2 g, 0.65 mmol), tetrakis(triphenylphosphine)palladium (38 mg, 0.0325 mmol) and 2M potassium carbonate (1 mL, 1.95 mmol) in 5 mL DME/EtOH (4:1) was stirred at 90° C. for 2 h. (Product MS found to be M+1=401). The mixture was transferred directly to a column and purified via flash chromatography (silica gel) eluting with a gradient of 2% 2 M ... Reactants: BrB(Br)Br, CCCCn1nc(C(C)C)c(O)c(C2=Nc3ccc(OC)cc3S(=O)(=O)N2)c1=O, ClCCl. Yields the product CCCCn1nc(C(C)C)c(O)c(C2=Nc3ccc(O)cc3S(=O)(=O)N2)c1=O. RXN SMILES: [B:30]([Br:31])([Br:32])[Br:33].[CH2:1]([CH2:2][CH2:3][CH3:4])[n:5]1[n:6][c:7]([CH:27]([CH3:28])[CH3:29])[c:8]([OH:26])[c:9]([C:12]2=[N:17][c:16]3[c:15]([cH:21][c:20]([O:22][CH3:23])[cH:19][cH:18]3)[S:14](=[O:24])(=[O:25])[NH:13]2)[c:10]1=[O:11].[CH2:34]([Cl:35])[Cl:36]>>[CH2:1]([CH2:2][CH2:3][CH3:4])[n:5]1[n:6][c:7]([CH:27]([CH3:28])[CH3:29])[c:8]([OH:26])[c:9]([C:12]2=[N:17][c:16]3[c:15]([cH:21][c:20]([OH:22])[cH:19][cH:18]3)[S:14](=[O:24])(=[O:25])[NH:13]2)[c:10]1=[O:11].